This data is from the Open Reaction Database (ORD), a public repository of structured organic reaction records. The task is: describe an organic reaction: reactants, conditions, products, and yield Starting materials: BrC1=C(C=C(C(=O)O)C=C1)F (4-bromo-3-fluorobenzoic acid), S(O)(O)(=O)=O (sulfuric acid), CO (methanol). Run at temperature 80 celsius. Yields the product BrC1=C(C=C(C(=O)OC)C=C1)F (methyl 4-bromo-3-fluorobenzoate). Isolated yield 97.0%. RXN SMILES: [Br:1][C:2]1[CH:10]=[CH:9][C:5]([C:6]([OH:8])=[O:7])=[CH:4][C:3]=1[F:11].S(=O)(=O)(O)O.[CH3:17]O>>[Br:1][C:2]1[CH:10]=[CH:9][C:5]([C:6]([O:8][CH3:17])=[O:7])=[CH:4][C:3]=1[F:11]. Procedure details: To 4-bromo-3-fluorobenzoic acid (2.00 g, 9.13 mmol) in methanol (12 ml) was added sulfuric acid (500 μl) and heated to 80° C. for 18 h then cooled to room temperature and concentrated. The residue was diluted with saturated sodium bicarbonate and extracted with ethyl acetate. The organic layer was dried over sodium sulfate, filtered, and then concentrated to afford (2.07 g, 97%) of methyl 4-bromo-3-fluorobenzoate, which was used without further purification. 1H NMR (400 MHz, CD3OD): 7.80-7.73 (m... Reactants: ClC(=O)OC(C)Cl (α-chloroethyl chloroformate), C(C1=CC=CC=C1)N1[C@@H](CN(CC1)S(=O)(=O)C)CC1=CC=CC=C1 ((2R)-1,2-Dibenzyl-4-methanesulfonylpiperazine), ice. The solvent is ClCCCl (1,2-dichloroethane), ClCCCl (1,2-dichloroethane). Conditions: temperature 90 celsius. Yields the product Cl.C(C1=CC=CC=C1)[C@@H]1CN(CCN1)S(=O)(=O)C ((3R)-3-benzyl-1-methanesulfonylpiperazine hydrochloride). Isolated yield 41.9%. RXN SMILES: C([N:8]1[CH2:13][CH2:12][N:11]([S:14]([CH3:17])(=[O:16])=[O:15])[CH2:10][C@H:9]1[CH2:18][C:19]1[CH:24]=[CH:23][CH:22]=[CH:21][CH:20]=1)C1C=CC=CC=1.[Cl:25]C(OC(Cl)C)=O>ClCCCl>[ClH:25].[CH2:18]([C@H:9]1[NH:8][CH2:13][CH2:12][N:11]([S:14]([CH3:17])(=[O:16])=[O:15])[CH2:10]1)[C:19]1[CH:20]=[CH:21][CH:22]=[CH:23][CH:24]=1 |f:3.4|. Procedure: (2R)-1,2-Dibenzyl-4-methanesulfonylpiperazine (2.2 g; 6.4 mmol) was dissolved in dry 1,2-dichloroethane (20 ml) under an atmosphere of nitrogen. The mixture was placed on an ice-bath and a solution of α-chloroethyl chloroformate (1.0 g; 7.04 mmol) in dry 1,2-dichloroethane (10 ml) was added keeping the temperature between 0 and 5° C. When addition is complete stirring is continued for 15 minutes on the ice-bath. The reaction mixture is heated slowly to 90° C. on an oil-bath and heated at reflux ... The reactants are NCCC(=O)N1CCOCC1 (3-amino-1-morpholin-4-yl-propan-1-one), C1(=CC=CC=C1)CC(=O)O (phenylacetic acid), C1(=CC=CC=C1)NC(C(C(C(C)C)=O)C(C(=O)C1=CC=C(C=C1)F)C1=CC=CC=C1)=O (2-[2-(4-fluorophenyl)-2-oxo-1-phenyl-ethyl]-4-methyl-3-oxo-pentanoic acid phenylamide), 3A. The solvent is C1CCOC1 (THF). Product: C1(=CC=CC=C1)NC(=O)C1=C(N(C(=C1C1=CC=CC=C1)C1=CC=C(C=C1)F)CCC(=O)N1CCOCC1)C(C)C (5-(4-fluorophenyl)-2-isopropyl-1-(3-morpholin-4-yl-3-oxo-propyl)-4-phenyl-1H-pyrrole-3-carboxylic acid phenylamide). RXN SMILES: [NH2:1][CH2:2][CH2:3][C:4]([N:6]1[CH2:11][CH2:10][O:9][CH2:8][CH2:7]1)=[O:5].C1(CC(O)=O)C=CC=CC=1.[C:22]1([NH:28][C:29](=[O:52])[CH:30]([CH:36]([C:46]2[CH:51]=[CH:50][CH:49]=[CH:48][CH:47]=2)[C:37]([C:39]2[CH:44]=[CH:43][C:42]([F:45])=[CH:41][CH:40]=2)=O)[C:31](=O)[CH:32]([CH3:34])[CH3:33])[CH:27]=[CH:26][CH:25]=[CH:24][CH:23]=1>C1COCC1>[C:22]1([NH:28][C:29]([C:30]2[C:36]([C:46]3[CH:47]=[CH:48][CH:49]=[CH:50][CH:51]=3)=[C:37]([C:39]3[CH:40]=[CH:41][C:42]([F:45])=[CH:43][CH:44]=3)[N:1]([CH2:2][CH2:3][C:4]([N:6]3[CH2:11][CH2:10][O:9][CH2:8][CH2:7]3)=[O:5])[C:31]=2[CH:32]([CH3:34])[CH3:33])=[O:52])[CH:27]=[CH:26][CH:25]=[CH:24][CH:23]=1. Reported procedure: A nitrogen inerted reactor, equipped with a suitable reflux condenser and soxhlet extractor containing freshly activated 3A molecular sieves (4–8 mesh; 97.2 g), is charged with 3-amino-1-morpholin-4-yl-propan-1-one, compound with phenylacetic acid (765 mmol) and 2-[2-(4-fluorophenyl)-2-oxo-1-phenyl-ethyl]-4-methyl-3-oxo-pentanoic acid phenylamide (450 mmol). THF (360 mL) is added, and the resulting solution is stirred vigorously as the reaction is heated at reflux temperature for ca. 24 hours, d... Starting materials: COC(=O)C1=NC=C(N=C1N)Cl (3-amino-5-chloro-pyrazine-2-carboxylic acid methyl ester), [Cl-].[Li+] (lithium chloride), C(CCC)[Sn](\C=C/OCC)(CCCC)CCCC (tributyl-((Z)-2-ethoxy-vinyl)-stannane), [NH4+].[Cl-] (NH4Cl). The reagents and catalysts are Cl[Pd]([P](C1=CC=CC=C1)(C2=CC=CC=C2)C3=CC=CC=C3)([P](C4=CC=CC=C4)(C5=CC=CC=C5)C6=CC=CC=C6)Cl (Pd(PPh3)2Cl2). The solvent is CN(C)C=O (DMF). Conditions: temperature 80 celsius. The product is COC(=O)C1=NC=C(N=C1N)\C=C/OCC (3-Amino-5-((Z)-2-ethoxy-vinyl)-pyrazine-2-carboxylic acid methyl ester). Isolated yield 82.4%. Reaction SMILES: [CH3:1][O:2][C:3]([C:5]1[C:10]([NH2:11])=[N:9][C:8](Cl)=[CH:7][N:6]=1)=[O:4].[Cl-].[Li+].C([Sn](CCCC)(CCCC)/[CH:20]=[CH:21]\[O:22][CH2:23][CH3:24])CCC.[NH4+].[Cl-]>CN(C=O)C.Cl[Pd](Cl)([P](C1C=CC=CC=1)(C1C=CC=CC=1)C1C=CC=CC=1)[P](C1C=CC=CC=1)(C1C=CC=CC=1)C1C=CC=CC=1>[CH3:1][O:2][C:3]([C:5]1[C:10]([NH2:11])=[N:9][C:8](/[CH:20]=[CH:21]\[O:22][CH2:23][CH3:24])=[CH:7][N:6]=1)=[O:4] |f:1.2,4.5,^1:42,61|. Reported procedure: A mixture of 3-amino-5-chloro-pyrazine-2-carboxylic acid methyl ester [28643-16-5] (2 g, 10.66 mmol), lithium chloride (1.582 g, 37.3 mmol), Pd(PPh3)2Cl2 (0.748 g, 1.066 mmol) and tributyl-((Z)-2-ethoxy-vinyl)-stannane (6.42 ml, 19.19 mmol) in DMF (104 ml) under argon was heated at 80° C. bath temperature for 1.5 h. A saturated. aq. NH4Cl was added and the mixture was extracted with MTBE, then once with EtOAc/THF 3/1. The combined organic layer was washed with brine, dried with Na2SO4, filtered ... The reactants are COC(=O)c1cnc2c(c1)cc(C(=CC1CCCC1)OS(=O)(=O)c1ccc(C)cc1)n2S(=O)(=O)c1ccccc1, CSc1ccc(B(O)O)cn1, [Na+], [Na+], O=C([O-])[O-], C1COCCO1, O, Cl[Pd]Cl, c1ccc(P(c2ccccc2)c2ccccc2)cc1, c1ccc(P(c2ccccc2)c2ccccc2)cc1. Yields the product COC(=O)c1cnc2c(c1)cc(C(=CC1CCCC1)c1ccc(SC)nc1)n2S(=O)(=O)c1ccccc1. RXN SMILES: [CH3:1][O:2][C:3](=[O:4])[c:5]1[cH:6][c:7]2[c:8]([n:9][cH:10]1)[n:11]([S:32](=[O:33])(=[O:34])[c:35]1[cH:36][cH:37][cH:38][cH:39][cH:40]1)[c:12]([C:14](=[CH:15][CH:16]1[CH2:17][CH2:18][CH2:19][CH2:20]1)[O:21][S:22]([c:23]1[cH:24][cH:25][c:26]([CH3:27])[cH:28][cH:29]1)(=[O:30])=[O:31])[cH:13]2.[CH3:42][S:43][c:44]1[n:45][cH:46][c:47]([B:50]([OH:51])[OH:52])[cH:48][cH:49]1.[Na+:53].[Na+:54].[O-:55][C:56](=[O:57])[O-:58].[O:59]1[CH2:60][CH2:61][O:62][CH2:63][CH2:64]1.[OH2:41].[Pd:65]([Cl:66])[Cl:67].[c:68]1([P:69]([c:70]2[cH:71][cH:72][cH:73][cH:74][cH:75]2)[c:76]2[cH:77][cH:78][cH:79][cH:80][cH:81]2)[cH:82][cH:83][cH:84][cH:85][cH:86]1.[c:87]1([P:88]([c:89]2[cH:90][cH:91][cH:92][cH:93][cH:94]2)[c:95]2[cH:96][cH:97][cH:98][cH:99][cH:100]2)[cH:101][cH:102][cH:103][cH:104][cH:105]1>>[CH3:1][O:2][C:3](=[O:4])[c:5]1[cH:6][c:7]2[c:8]([n:9][cH:10]1)[n:11]([S:32](=[O:33])(=[O:34])[c:35]1[cH:36][cH:37][cH:38][cH:39][cH:40]1)[c:12]([C:14](=[CH:15][CH:16]1[CH2:17][CH2:18][CH2:19][CH2:20]1)[c:47]1[cH:46][n:45][c:44]([S:43][CH3:42])[cH:49][cH:48]1)[cH:13]2. The reactants are CN1CCN(CC1)C1CCN(CC1)C1=CC=C(C=C1)C#C[Si](C)(C)C (1-methyl-4-(1-{4-[(trimethylsilyl)ethynyl]phenyl}piperidin-4-yl)piperazine), C([O-])([O-])=O.[K+].[K+] (potassium carbonate). The solvent is CO (methanol). Reaction conditions: time 3 hour. The product is C(#C)C1=CC=C(C=C1)N1CCC(CC1)N1CCN(CC1)C (1-[1-(4-Ethynylphenyl)piperidin-4-yl]-4-methylpiperazine). Isolated yield 75.4%. RXN SMILES: [CH3:1][N:2]1[CH2:7][CH2:6][N:5]([CH:8]2[CH2:13][CH2:12][N:11]([C:14]3[CH:19]=[CH:18][C:17]([C:20]#[C:21][Si](C)(C)C)=[CH:16][CH:15]=3)[CH2:10][CH2:9]2)[CH2:4][CH2:3]1.C(=O)([O-])[O-].[K+].[K+]>CO>[C:20]([C:17]1[CH:18]=[CH:19][C:14]([N:11]2[CH2:12][CH2:13][CH:8]([N:5]3[CH2:6][CH2:7][N:2]([CH3:1])[CH2:3][CH2:4]3)[CH2:9][CH2:10]2)=[CH:15][CH:16]=1)#[CH:21] |f:1.2.3|. Procedure: A solution of 1-methyl-4-(1-{4-[(trimethylsilyl)ethynyl]phenyl}piperidin-4-yl)piperazine (2.55 g, 7.179 mmol) in anhydrous methanol (25 mL) was treated with powdered anhydrous potassium carbonate (99.2 mg, 0.718 mmol) under stirring at room temperature for 3 h. After removing the solvent under vacuum the residue was taken up with DCM (50 mL) and water (5 mL). The phases were separated, the organic phase was washed with a saturated solution of sodium hydrogencarbonate (3×10 mL), brine (3×10 mL), ...